From a dataset of the Open Reaction Database (ORD), a public repository of structured organic reaction records. describe an organic reaction: reactants, conditions, products, and yield The reactants are C(C)(C)(C)OC(=O)NCC1=CC(=CC=C1)CNC1=C2C=CN=CC2=CC=C1 (N-(tert-butoxycarbonyl)-N′-(5-isoquinolyl)-1,3-xylylenediamine), Cl.CO (hydrogen chloride methanol). Yields the product Cl.C1=NC=CC2=C(C=CC=C12)NCC1=CC(=CC=C1)CN (N-(5-isoquinolyl)-1,3-xylylenediamine hydrochloride). Reaction SMILES: C(OC([NH:8][CH2:9][C:10]1[CH:15]=[CH:14][CH:13]=[C:12]([CH2:16][NH:17][C:18]2[CH:27]=[CH:26][CH:25]=[C:24]3[C:19]=2[CH:20]=[CH:21][N:22]=[CH:23]3)[CH:11]=1)=O)(C)(C)C.[ClH:28].CO>>[ClH:28].[CH:23]1[C:24]2[C:19](=[C:18]([NH:17][CH2:16][C:12]3[CH:13]=[CH:14][CH:15]=[C:10]([CH2:9][NH2:8])[CH:11]=3)[CH:27]=[CH:26][CH:25]=2)[CH:20]=[CH:21][N:22]=1 |f:1.2,3.4|. Procedure: According to the method of Example 1, Step C, deprotection was performed (50° C., 2 hours) by using Intermediate 44 (364 mg) and 10% hydrogen chloride/methanol solution (5 ml). The reaction mixture was cooled to room temperature, and then the solvent was evaporated under reduced pressure. The residue was added with methanol (1 ml) and diethyl ether (3 ml). The deposited precipitates were collected by filtration and washed with diethyl ether to obtain the title compound (316 mg) as light yellow p... The solvent is ClC1=C(C=CC=C1)Cl (o-dichlorobenzene). Run at temperature 160 celsius, time 2 hour. Reactants: ClC1=CC=NC2=CC(=C(C=C12)OC)OC (4-Chloro-6,7-dimethoxyquinoline), CC(=O)C1=C(C=CC2=CC=CC=C21)O (2-hydroxy-1-acetonaphthone), O (water). Yields the product COC=1C=C2C(=CC=NC2=CC1OC)OC1=C(C2=CC=CC=C2C=C1)C(C)=O (1-{2-[(6,7-Dimethoxy-4-quinolyl)oxy]-1-naphthyl}-1-ethanone). Reported procedure: 4-Chloro-6,7-dimethoxyquinoline (100 mg), 2-hydroxy-1-acetonaphthone (250 mg), and 4-dimethylaminopyridine (164 mg) were suspended in o-dichlorobenzene (6 ml), and the suspension was stirred at 160° C. for 2 hr. The reaction solution was cooled to room temperature, water was then added to the reaction solution, and the mixture was extracted with ethyl acetate. The ethyl acetate layer was then washed with water and saturated brine and was dried over anhydrous sodium sulfate. The solvent was remov... Reagents/catalysts: CN(C1=CC=NC=C1)C (4-dimethylaminopyridine). Isolated yield 60.0%. RXN SMILES: Cl[C:2]1[C:11]2[C:6](=[CH:7][C:8]([O:14][CH3:15])=[C:9]([O:12][CH3:13])[CH:10]=2)[N:5]=[CH:4][CH:3]=1.[CH3:16][C:17]([C:19]1[C:28]2[C:23](=[CH:24][CH:25]=[CH:26][CH:27]=2)[CH:22]=[CH:21][C:20]=1[OH:29])=[O:18].O>CN(C)C1C=CN=CC=1.ClC1C=CC=CC=1Cl>[CH3:13][O:12][C:9]1[CH:10]=[C:11]2[C:6](=[CH:7][C:8]=1[O:14][CH3:15])[N:5]=[CH:4][CH:3]=[C:2]2[O:29][C:20]1[CH:21]=[CH:22][C:23]2[C:28](=[CH:27][CH:26]=[CH:25][CH:24]=2)[C:19]=1[C:17](=[O:18])[CH3:16]. The reactants are ClC1=C(C(=CC=C1C)Cl)N1C(C(C2=CC=CC=C12)=NO)=O (1-(2,6-dichloro-3-methylphenyl)-1H-indole-2,3-dione-3-oxime), [OH-].[Na+] (NaOH). Solvent: CO (MeOH), O (water). Yields the product ClC1=C(C(=CC=C1C)Cl)NC1=C(C=CC=C1)C(C(=O)O)=NO (2-[(2,6-Dichloro-3-methylphenyl)amino]-a-(hydroxylimino)benzene acetic acid). Reaction SMILES: [Cl:1][C:2]1[C:7]([CH3:8])=[CH:6][CH:5]=[C:4]([Cl:9])[C:3]=1[N:10]1[C:18]2[C:13](=[CH:14][CH:15]=[CH:16][CH:17]=2)[C:12](=[N:19][OH:20])[C:11]1=[O:21].[OH-:22].[Na+]>CO.O>[Cl:1][C:2]1[C:7]([CH3:8])=[CH:6][CH:5]=[C:4]([Cl:9])[C:3]=1[NH:10][C:18]1[CH:17]=[CH:16][CH:15]=[CH:14][C:13]=1[C:12](=[N:19][OH:20])[C:11]([OH:21])=[O:22] |f:1.2|. Reported procedure: A solution of 1-(2,6-dichloro-3-methylphenyl)-1H-indole-2,3-dione-3-oxime (2.25 9) in 6 N NaOH (10 ml) and 4 ml MeOH is heated at 50° C. for two days without a reflux condenser. The resulting residue is taken up in water (50 ml) and filtered. It is neutralized with 1 N HCl with ice bath cooling. The precipitate is collected by filtration. The residue is air dried, dissolved in ether, and filtered. 2-[(2,6-Dichloro-3-methylphenylamino]-α-(hydroxylimino)-benzeneacetic acid (0.28 g, 50%) is precipi... Starting materials: CC(=O)O[BH-](OC(C)=O)OC(C)=O, CC(=O)O, CCOC(C)=O, CCCC(N)C(=O)Nc1ncc(C(C)C)s1, ClCCl, O=C1CCc2c(F)cc(F)cc2C1, [Na+]. Product: CCCC(NC1CCc2c(F)cc(F)cc2C1)C(=O)Nc1ncc(C(C)C)s1. Reaction SMILES: [C:30]([O:31][BH-:32]([O:33][C:34](=[O:35])[CH3:36])[O:37][C:38](=[O:39])[CH3:40])(=[O:41])[CH3:42].[CH3:44][C:45](=[O:46])[OH:47].[CH3:51][CH2:52][O:53][C:54]([CH3:55])=[O:56].[CH:14]([CH3:15])([CH3:16])[c:17]1[cH:18][n:19][c:20]([NH:22][C:23]([CH:24]([CH2:25][CH2:26][CH3:27])[NH2:28])=[O:29])[s:21]1.[Cl:48][CH2:49][Cl:50].[F:1][c:2]1[c:3]2[c:8]([cH:9][c:10]([F:12])[cH:11]1)[CH2:7][C:6](=[O:13])[CH2:5][CH2:4]2.[Na+:43]>>[F:1][c:2]1[c:3]2[c:8]([cH:9][c:10]([F:12])[cH:11]1)[CH2:7][CH:6]([NH:28][CH:24]([C:23]([NH:22][c:20]1[n:19][cH:18][c:17]([CH:14]([CH3:15])[CH3:16])[s:21]1)=[O:29])[CH2:25][CH2:26][CH3:27])[CH2:5][CH2:4]2. Starting materials: CCCCOC(=O)CCC(=O)O, CCN(C(C)C)C(C)C, Cl, NC(CC(=O)OCc1ccccc1)Cc1ccc(-c2cccc(Cl)c2)cc1, CN(C)C=O, O, On1nnc2cccnc21. Yields the product CCCCOC(=O)CCC(=O)NC(CC(=O)OCc1ccccc1)Cc1ccc(-c2cccc(Cl)c2)cc1. RXN SMILES: [CH2:29]([CH2:30][CH2:31][CH3:32])[O:33][C:34]([CH2:35][CH2:36][C:37](=[O:38])[OH:39])=[O:40].[CH:41]([N:42]([CH2:43][CH3:44])[CH:45]([CH3:46])[CH3:47])([CH3:48])[CH3:49].[ClH:1].[NH2:2][CH:3]([CH2:4][C:5](=[O:6])[O:7][CH2:8][c:9]1[cH:10][cH:11][cH:12][cH:13][cH:14]1)[CH2:15][c:16]1[cH:17][cH:18][c:19](-[c:22]2[cH:23][c:24]([Cl:28])[cH:25][cH:26][cH:27]2)[cH:20][cH:21]1.[O:60]=[CH:61][N:62]([CH3:63])[CH3:64].[OH2:65].[OH:50][n:51]1[c:52]2[n:53][cH:54][cH:55][cH:56][c:57]2[n:58][n:59]1>>[NH:2]([CH:3]([CH2:4][C:5](=[O:6])[O:7][CH2:8][c:9]1[cH:10][cH:11][cH:12][cH:13][cH:14]1)[CH2:15][c:16]1[cH:17][cH:18][c:19](-[c:22]2[cH:23][c:24]([Cl:28])[cH:25][cH:26][cH:27]2)[cH:20][cH:21]1)[C:37]([CH2:36][CH2:35][C:34]([O:33][CH2:29][CH2:30][CH2:31][CH3:32])=[O:40])=[O:38].